Task: describe an organic reaction: reactants, conditions, products, and yield. Dataset: the Open Reaction Database (ORD), a public repository of structured organic reaction records Reactants: CC1(CC2=CC=C(C=C2C(C1O)N1C(C=CC=C1)=O)[N+](=O)[O-])C (2,2-dimethyl-4-(2-oxo-1,2-dihydro-1-pyridyl)-6-nitro-1,2,3,4-tetrahydro-3-naphthol). The reagents and catalysts are [Pd] (Pd). Run in CO (methanol). Yields the product CC1(CC2=CC=C(C=C2C(C1O)N1C(C=CC=C1)=O)N)C (2,2-dimethyl-4-(2-oxo-1,2-dihydro-1-pyridyl)-6-amino-1,2,3,4-tetrahydro-3-naphthol). RXN SMILES: [CH3:1][C:2]1([CH3:23])[CH:11]([OH:12])[CH:10]([N:13]2[CH:18]=[CH:17][CH:16]=[CH:15][C:14]2=[O:19])[C:9]2[C:4](=[CH:5][CH:6]=[C:7]([N+:20]([O-])=O)[CH:8]=2)[CH2:3]1>CO.[Pd]>[CH3:1][C:2]1([CH3:23])[CH:11]([OH:12])[CH:10]([N:13]2[CH:18]=[CH:17][CH:16]=[CH:15][C:14]2=[O:19])[C:9]2[C:4](=[CH:5][CH:6]=[C:7]([NH2:20])[CH:8]=2)[CH2:3]1. Procedure details: A solution of 1 g of 2,2-dimethyl-4-(2-oxo-1,2-dihydro-1-pyridyl)-6-nitro-1,2,3,4-tetrahydro-3-naphthol in 24 ml of methanol is hydrogenated at 20° and 1 bar over 0.5 g of 5% Pd-on-C until hydrogenation ceases. The mixture is filtered and evaporated and worked up in the customary manner (using dilute sodium hydroxide/methylene dichloride) to give 2,2-dimethyl-4-(2-oxo-1,2-dihydro-1-pyridyl)-6-amino-1,2,3,4-tetrahydro-3-naphthol.